This data is from the Open Reaction Database (ORD), a public repository of structured organic reaction records. The task is: describe an organic reaction: reactants, conditions, products, and yield Starting materials: COC(C(C1=CC=C(C=C1)OCCCCOC1=CC=CC=C1)=O)=O (alpha-oxo-4-[[(4-phenoxy)butyl]oxy]benzeneacetic acid methyl ester). The solvent is CO (methanol), [OH-].[Na+] (sodium hydroxide). Yields the product O=C(C(=O)O)C1=CC=C(C=C1)OCCCCOC1=CC=CC=C1 (alpha-oxo-4-[[(4-phenoxy)butyl]oxy]benzeneacetic acid). Yield: 86.0%. As a reaction SMILES: C[O:2][C:3](=[O:24])[C:4](=[O:23])[C:5]1[CH:10]=[CH:9][C:8]([O:11][CH2:12][CH2:13][CH2:14][CH2:15][O:16][C:17]2[CH:22]=[CH:21][CH:20]=[CH:19][CH:18]=2)=[CH:7][CH:6]=1>CO.[OH-].[Na+]>[O:23]=[C:4]([C:5]1[CH:10]=[CH:9][C:8]([O:11][CH2:12][CH2:13][CH2:14][CH2:15][O:16][C:17]2[CH:18]=[CH:19][CH:20]=[CH:21][CH:22]=2)=[CH:7][CH:6]=1)[C:3]([OH:24])=[O:2] |f:2.3|. Procedure details: A mixture of alpha-oxo-4-[[(4-phenoxy)butyl]oxy]benzeneacetic acid methyl ester (0.85 g) in methanol and 0.5N sodium hydroxide (8 mL) was treated as in Example 19. Extraction provided material which was crystallized from diethyl ether-hexane to give 0.7 g of colorless alpha-oxo-4-[[(4-phenoxy)butyl]oxy]benzeneacetic acid, mp 103°-105° C. The reactants are BrB(Br)Br, O=C([O-])[O-], CCOC(C)=O, CC(C)=O, ClCCl, COc1ccc2c(c1)CCCCN2C(=O)Nc1ccc(CN2CCN(C)CC2)c(C(F)(F)F)c1, [Na+], [Na+]. Yields the product CN1CCN(Cc2ccc(NC(=O)N3CCCCc4cc(O)ccc43)cc2C(F)(F)F)CC1. As a reaction SMILES: [B:1]([Br:2])([Br:3])[Br:4].[C:43](=[O:44])([O-:45])[O-:46].[CH3:52][CH2:53][O:54][C:55]([CH3:56])=[O:57].[CH3:5][C:6](=[O:7])[CH3:8].[Cl:49][CH2:50][Cl:51].[F:9][C:10]([c:11]1[cH:12][c:13]([NH:25][C:26](=[O:27])[N:28]2[c:29]3[c:30]([cH:35][c:36]([O:39][CH3:40])[cH:37][cH:38]3)[CH2:31][CH2:32][CH2:33][CH2:34]2)[cH:14][cH:15][c:16]1[CH2:17][N:18]1[CH2:19][CH2:20][N:21]([CH3:24])[CH2:22][CH2:23]1)([F:41])[F:42].[Na+:47].[Na+:48]>>[F:9][C:10]([c:11]1[cH:12][c:13]([NH:25][C:26](=[O:27])[N:28]2[c:29]3[c:30]([cH:35][c:36]([OH:39])[cH:37][cH:38]3)[CH2:31][CH2:32][CH2:33][CH2:34]2)[cH:14][cH:15][c:16]1[CH2:17][N:18]1[CH2:19][CH2:20][N:21]([CH3:24])[CH2:22][CH2:23]1)([F:41])[F:42].